From a dataset of the Open Reaction Database (ORD), a public repository of structured organic reaction records. describe an organic reaction: reactants, conditions, products, and yield Reactants: C[Si](C)(C)[N-][Si](C)(C)C, Cc1ccccc1, COC(=O)CP(=O)(OCC(F)(F)F)OCC(F)(F)F, [K+], C1COCCOCCOCCOCCOCCO1, C1CCOC1, N#Cc1cccc(C(=O)Cn2cccn2)c1. Yields the product COC(=O)C=C(Cn1cccn1)c1cccc(C#N)c1. RXN SMILES: [CH3:38][Si:39]([N-:40][Si:41]([CH3:42])([CH3:43])[CH3:44])([CH3:45])[CH3:46].[CH3:48][c:49]1[cH:50][cH:51][cH:52][cH:53][cH:54]1.[F:1][C:2]([F:3])([F:4])[CH2:5][O:6][P:7](=[O:8])([O:9][CH2:10][C:11]([F:12])([F:18])[F:19])[CH2:13][C:14](=[O:15])[O:16][CH3:17].[K+:47].[O:20]1[CH2:21][CH2:22][O:23][CH2:24][CH2:25][O:26][CH2:27][CH2:28][O:29][CH2:30][CH2:31][O:32][CH2:33][CH2:34][O:35][CH2:36][CH2:37]1.[O:71]1[CH2:72][CH2:73][CH2:74][CH2:75]1.[n:55]1([CH2:60][C:61](=[O:62])[c:63]2[cH:64][c:65]([C:66]#[N:67])[cH:68][cH:69][cH:70]2)[n:56][cH:57][cH:58][cH:59]1>>[CH:13]([C:14](=[O:15])[O:16][CH3:17])=[C:61]([CH2:60][n:55]1[n:56][cH:57][cH:58][cH:59]1)[c:63]1[cH:64][c:65]([C:66]#[N:67])[cH:68][cH:69][cH:70]1. Starting materials: C(C(C)(C)C)(=O)O.C=S1C(C(N2C(C(C12)=O)=O)C(=O)O)(C)C (methylene-6,7-dioxo-3,3-dimethyl-4-thia-1-azabicyclo[3.2.0]heptane-2-carboxylate pivalate), CC(C(=O)C=P(C1=CC=CC=C1)(C1=CC=CC=C1)C1=CC=CC=C1)C (dimethylacetylmethylenetriphenylphosphorane). Solvent: C1=CC=CC=C1 (benzene). Run at time 10 minute. Yields the product C(C(C)(C)C)(=O)O.C=S1C([C@@H](N2C(C([C@@H]12)=CC(C(C)C)=O)=O)C(=O)O)(C)C (methylene-(2S,5R)-3,3-dimethyl-6-(3-methyl-2-oxobutylidene)-7-oxo-4-thia-1-azabicyclo[3.2.0]heptane-2-carboxylate pivalate). Reaction SMILES: [C:1]([OH:7])(=[O:6])[C:2]([CH3:5])([CH3:4])[CH3:3].[CH2:8]=[S:9]1[CH:15]2[N:12]([C:13](=[O:17])[C:14]2=O)[CH:11]([C:18]([OH:20])=[O:19])[C:10]1([CH3:22])[CH3:21].[CH3:23][CH:24]([CH3:47])[C:25]([CH:27]=P(C1C=CC=CC=1)(C1C=CC=CC=1)C1C=CC=CC=1)=[O:26]>C1C=CC=CC=1>[C:1]([OH:7])(=[O:6])[C:2]([CH3:5])([CH3:4])[CH3:3].[CH2:8]=[S:9]1[C@H:15]2[N:12]([C:13](=[O:17])[C:14]2=[CH:27][C:25](=[O:26])[CH:24]([CH3:47])[CH3:23])[C@@H:11]([C:18]([OH:20])=[O:19])[C:10]1([CH3:22])[CH3:21] |f:0.1,4.5|. Reported procedure: A solution of 5.4 g of methylene-6,7-dioxo-3,3-dimethyl-4-thia-1-azabicyclo[3.2.0]heptane-2-carboxylate pivalate in 100 ml of benzene is treated at room temperature with 8.8 g of dimethylacetylmethylenetriphenylphosphorane. After 10 minutes, the reaction mixture is evaporated. The residue is chromatographed on silica gel while eluting with cyclohexane/ethyl acetate (6:4). There is obtained methylene-(2S,5R)-3,3-dimethyl-6-(3-methyl-2-oxobutylidene)-7-oxo-4-thia-1-azabicyclo[3.2.0]heptane-2-carbo... The reactants are C1CCOC1, CNOC, CC(C)[Mg+], [Cl-], Cl, CCOC(=O)C12CCC(c3ccccc3)(CC1)CC2. The product is CON(C)C(=O)C12CCC(c3ccccc3)(CC1)CC2. As a reaction SMILES: [CH2:30]1[O:31][CH2:32][CH2:33][CH2:34]1.[CH3:21][NH:22][O:23][CH3:24].[CH:26]([Mg+:27])([CH3:28])[CH3:29].[Cl-:25].[ClH:20].[c:1]1([C:7]23[CH2:8][CH2:9][C:10]([C:15](=[O:16])[O:17][CH2:18][CH3:19])([CH2:11][CH2:12]2)[CH2:13][CH2:14]3)[cH:2][cH:3][cH:4][cH:5][cH:6]1>>[c:1]1([C:7]23[CH2:8][CH2:9][C:10]([C:15](=[O:16])[N:22]([CH3:21])[O:23][CH3:24])([CH2:11][CH2:12]2)[CH2:13][CH2:14]3)[cH:2][cH:3][cH:4][cH:5][cH:6]1. Starting materials: C(C)(C)(C)[Si](OCCN1N=C(C=C1)NC(C(CC1COCC1)C1=CC(=C(C=C1)S(=O)(=O)C)Cl)=O)(C)C (N-{1-[2-(tert-butyl-dimethyl-silanyloxy)-ethyl]-1H-pyrazol-3-yl}-2-(3-chloro-4-methanesulfonyl-phenyl)-3-(tetrahydro-furan-3-yl)-propionamide). The reagents and catalysts are Cl (hydrochloric acid). Solvent: C(C)O (ethanol). Conditions: temperature 25 celsius, time 2 hour. Yields the product ClC=1C=C(C=CC1S(=O)(=O)C)C(C(=O)NC1=NN(C=C1)CCO)CC1COCC1 (2-(3-chloro-4-methanesulfonyl-phenyl)-N-[1-(2-hydroxy-ethyl)-1H-pyrazol-3-yl]-3-(tetrahydro-furan-3-yl)-propionamide). Isolated yield 68.8%. RXN SMILES: C([Si](C)(C)[O:6][CH2:7][CH2:8][N:9]1[CH:13]=[CH:12][C:11]([NH:14][C:15](=[O:34])[CH:16]([C:23]2[CH:28]=[CH:27][C:26]([S:29]([CH3:32])(=[O:31])=[O:30])=[C:25]([Cl:33])[CH:24]=2)[CH2:17][CH:18]2[CH2:22][CH2:21][O:20][CH2:19]2)=[N:10]1)(C)(C)C>Cl.C(O)C>[Cl:33][C:25]1[CH:24]=[C:23]([CH:16]([CH2:17][CH:18]2[CH2:22][CH2:21][O:20][CH2:19]2)[C:15]([NH:14][C:11]2[CH:12]=[CH:13][N:9]([CH2:8][CH2:7][OH:6])[N:10]=2)=[O:34])[CH:28]=[CH:27][C:26]=1[S:29]([CH3:32])(=[O:30])=[O:31]. Procedure: In a flask containing N-{1-[2-(tert-butyl-dimethyl-silanyloxy)-ethyl]-1H-pyrazol-3-yl}-2-(3-chloro-4-methanesulfonyl-phenyl)-3-(tetrahydro-furan-3-yl)-propionamide (138 mg, 0.25 mmol) was added ethanol (6 ml) and concentrated hydrochloric acid (5 drops) and was stirred at 25° C. for 2 h. The reaction was then concentrated in vacuo to remove the ethanol, diluted with ethyl acetate (50 ml) and washed with a saturated aqueous sodium bicarbonate solution. The organic layer was then dried over magnes...